This data is from the Open Reaction Database (ORD), a public repository of structured organic reaction records. The task is: describe an organic reaction: reactants, conditions, products, and yield Reactants: ClCCC(C)(C)Cl (1,3-Dichloro-3-methyl-butane), ClC(=C)Cl (1,1-dichloroethene), [Cl-].[Al+3].[Cl-].[Cl-] (aluminum chloride). Reaction SMILES: [Cl:1][CH2:2][CH2:3][C:4](Cl)([CH3:6])[CH3:5].[Cl:8][C:9]([Cl:11])=[CH2:10].[Cl-].[Al+3].[Cl-].[Cl-]>>[CH3:5][C:4]([CH3:6])([CH2:3][CH2:2][Cl:1])[CH:10]=[C:9]([Cl:11])[Cl:8] |f:2.3.4.5|. Procedure details: 1,3-Dichloro-3-methyl-butane was reacted with 1,1-dichloroethene in the presence of aluminum chloride in the temperature range between -10° and +5° C. 3,3-Dimethyl-1,1,5-trichloro-1-pentene was thereby obtained and was purified by distillation. 1,1-Dichloro-3,3-dimethyl-1,4-pentadiene was obtained by splitting off hydrogen chloride with quinoline in the temperature range between 200° and 240° C. (See Application Ser. No. 281,614 filed July 9, 1981 now pending, corresponding to German Patent Appl... The product is CC(C=C(Cl)Cl)(CCCl)C (3,3-Dimethyl-1,1,5-trichloro-1-pentene). The reactants are step-ii, FC=1C=C(CN2N=CC(=C2)C2=CN(C3=NC=C(C=C32)C3=CC=C(C=C3)C3CCN(CC3)C(=O)OC(C)(C)C)S(=O)(=O)C3=CC=C(C)C=C3)C=CC1 (tert-butyl 4-(4-(3-(1-(3-fluorobenzyl)-1H-pyrazol-4-yl)-1-tosyl-1H-pyrrolo[2,3-b]pyridin-5-yl)phenyl)piperidine-1-carboxylate), Cl (HCl). The solvent is O1CCOCC1.CO (dioxane MeOH). The product is Cl.FC=1C=C(CN2N=CC(=C2)C2=CN(C3=NC=C(C=C32)C3=CC=C(C=C3)C3CCNCC3)S(=O)(=O)C3=CC=C(C)C=C3)C=CC1 (3-(1-(3-fluorobenzyl)-1H-pyrazol-4-yl)-5-(4-(piperidin-4-yl)phenyl)-1-tosyl-1H-pyrrolo[2,3-b]pyridine hydrochloride). The yield is 99.0%. RXN SMILES: [F:1][C:2]1[CH:3]=[C:4]([CH:49]=[CH:50][CH:51]=1)[CH2:5][N:6]1[CH:10]=[C:9]([C:11]2[C:19]3[C:14](=[N:15][CH:16]=[C:17]([C:20]4[CH:25]=[CH:24][C:23]([CH:26]5[CH2:31][CH2:30][N:29](C(OC(C)(C)C)=O)[CH2:28][CH2:27]5)=[CH:22][CH:21]=4)[CH:18]=3)[N:13]([S:39]([C:42]3[CH:48]=[CH:47][C:45]([CH3:46])=[CH:44][CH:43]=3)(=[O:41])=[O:40])[CH:12]=2)[CH:8]=[N:7]1.[ClH:52]>O1CCOCC1.CO>[ClH:52].[F:1][C:2]1[CH:3]=[C:4]([CH:49]=[CH:50][CH:51]=1)[CH2:5][N:6]1[CH:10]=[C:9]([C:11]2[C:19]3[C:14](=[N:15][CH:16]=[C:17]([C:20]4[CH:21]=[CH:22][C:23]([CH:26]5[CH2:27][CH2:28][NH:29][CH2:30][CH2:31]5)=[CH:24][CH:25]=4)[CH:18]=3)[N:13]([S:39]([C:42]3[CH:43]=[CH:44][C:45]([CH3:46])=[CH:47][CH:48]=3)(=[O:40])=[O:41])[CH:12]=2)[CH:8]=[N:7]1 |f:2.3,4.5|. Procedure: Using similar reaction conditions as described in step-ii of example-7, tert-butyl 4-(4-(3-(1-(3-fluorobenzyl)-1H-pyrazol-4-yl)-1-tosyl-1H-pyrrolo[2,3-b]pyridin-5-yl)phenyl)piperidine-1-carboxylate (191 mg, 0.270 mmol) was deprotected in HCl in dioxane/MeOH (5/5 ml). This afforded 173 mg (99% yield) of the titled. MS: m/z=606.8 (M+1). Starting materials: COC(=O)C1CC(CO)CN1C(=O)OC(C)(C)C, CC#N, [Cu]I, O=C(O)C(F)(F)S(=O)(=O)F. As a reaction SMILES: [CH3:1][O:2][C:3](=[O:4])[CH:5]1[N:6]([C:12](=[O:13])[O:14][C:15]([CH3:16])([CH3:17])[CH3:18])[CH2:7][CH:8]([CH2:10][OH:11])[CH2:9]1.[CH3:29][C:30]#[N:31].[Cu:32][I:33].[F:19][C:20]([S:21]([F:22])(=[O:23])=[O:24])([C:25]([OH:26])=[O:27])[F:28]>>[CH3:1][O:2][C:3](=[O:4])[CH:5]1[N:6]([C:12](=[O:13])[O:14][C:15]([CH3:16])([CH3:17])[CH3:18])[CH2:7][CH:8]([CH2:10][O:11][CH:20]([F:19])[F:28])[CH2:9]1. Yields the product COC(=O)C1CC(COC(F)F)CN1C(=O)OC(C)(C)C. Reactants: OC1CCNc2ncc(Br)cc21, CN1CCN(c2ccc(B3OC(C)(C)C(C)(C)O3)cn2)CC1, [NH4+], [OH-]. Product: CN1CCN(c2ccc(-c3cnc4c(c3)C(O)CCN4)cn2)CC1. Reaction SMILES: [Br:1][c:2]1[cH:3][c:4]2[c:9]([n:10][cH:11]1)[NH:8][CH2:7][CH2:6][CH:5]2[OH:12].[CH3:13][N:14]1[CH2:15][CH2:16][N:17]([c:20]2[n:21][cH:22][c:23]([B:26]3[O:27][C:28]([CH3:29])([CH3:30])[C:31]([CH3:32])([CH3:33])[O:34]3)[cH:24][cH:25]2)[CH2:18][CH2:19]1.[NH4+:36].[OH-:35]>>[c:2]1(-[c:23]2[cH:22][n:21][c:20]([N:17]3[CH2:16][CH2:15][N:14]([CH3:13])[CH2:19][CH2:18]3)[cH:25][cH:24]2)[cH:3][c:4]2[c:9]([n:10][cH:11]1)[NH:8][CH2:7][CH2:6][CH:5]2[OH:12]. Reactants: C(CCC)C1=CC=C(C=C1)C#CC1=CC=C(C=N1)CNC1=CC2=C(OC(OC2=O)(C)C)C=C1 (6-[({6-[(4-butylphenyl)ethynyl]-3-pyridinyl}methyl)amino]-2,2-dimethyl-4H-1,3-benzodioxin-4-one), C1(CCCC1)CCC(=O)Cl (3-cyclopentylpropionyl chloride). Yields the product C(CCC)C1=CC=C(C=C1)C#CC1=CC=C(C=N1)CN(C(CCC1CCCC1)=O)C1=CC2=C(OC(OC2=O)(C)C)C=C1 (N-({6-[(4-butylphenyl)ethynyl]-3-pyridinyl}methyl)-3-cyclopentyl-N-(2,2-dimethyl-4-oxo-4H-1,3-benzodioxin-6-yl)propanamide). As a reaction SMILES: [CH2:1]([C:5]1[CH:10]=[CH:9][C:8]([C:11]#[C:12][C:13]2[N:18]=[CH:17][C:16]([CH2:19][NH:20][C:21]3[CH:33]=[CH:32][C:24]4[O:25][C:26]([CH3:31])([CH3:30])[O:27][C:28](=[O:29])[C:23]=4[CH:22]=3)=[CH:15][CH:14]=2)=[CH:7][CH:6]=1)[CH2:2][CH2:3][CH3:4].[CH:34]1([CH2:39][CH2:40][C:41](Cl)=[O:42])[CH2:38][CH2:37][CH2:36][CH2:35]1>>[CH2:1]([C:5]1[CH:6]=[CH:7][C:8]([C:11]#[C:12][C:13]2[N:18]=[CH:17][C:16]([CH2:19][N:20]([C:21]3[CH:33]=[CH:32][C:24]4[O:25][C:26]([CH3:31])([CH3:30])[O:27][C:28](=[O:29])[C:23]=4[CH:22]=3)[C:41](=[O:42])[CH2:40][CH2:39][CH:34]3[CH2:38][CH2:37][CH2:36][CH2:35]3)=[CH:15][CH:14]=2)=[CH:9][CH:10]=1)[CH2:2][CH2:3][CH3:4]. Reported procedure: The titled compound was prepared following the procedure B using 6-[({6-[(4-butylphenyl)ethynyl]-3-pyridinyl}methyl)amino]-2,2-dimethyl-4H-1,3-benzodioxin-4-one and 3-cyclopentylpropionyl chloride as a yellow oil (73%). 1H NMR (CDCl3, 300 MHz) δ 8.28 (s, 1H), 7.77 (m, 2H), 7.48 (m, 3H), 7.16 (d, J=8.3 Hz. 2H), 7.05 (m, 1H), 6.93 (d, J=8.7 Hz, 1H), 4.87 (s, 2H), 2.61 (t, J=7.5 Hz, 2H), 2.05 (m, 2H), 1.74 (s, 6H), 1.68-1.29 (m, 13H), 0.92 (m, 5H). M+ (ESI): 565.3. HPLC, Rt: 5.43 min (Purity: 97.6%... Reactants: FC(C(CC(=O)OCC)=O)(F)F (ethyl trifluoroacetoacetate), O.C1(=CC=C(C=C1)S(=O)(=O)O)C (p-toluenesulfonic acid monohydrate), COC1=C(N)C=CC(=C1)OC (2,4-Dimethoxyaniline). Solvent: C1=CC=CC=C1 (benzene). Run at temperature 130 celsius, time 2 hour. The product is FC(C1=NC2=C(C=C(C=C2C(=C1)O)OC)OC)(F)F (2-trifluoromethyl-4-hydroxy-6,8-dimethoxyquinoline). As a reaction SMILES: [CH3:1][O:2][C:3]1[CH:9]=[C:8]([O:10][CH3:11])[CH:7]=[CH:6][C:4]=1[NH2:5].[F:12][C:13]([F:23])([F:22])[C:14](=O)[CH2:15][C:16](OCC)=[O:17].O.C1(C)C=CC(S(O)(=O)=O)=CC=1>C1C=CC=CC=1>[F:12][C:13]([F:23])([F:22])[C:14]1[CH:15]=[C:16]([OH:17])[C:6]2[C:4](=[C:3]([O:2][CH3:1])[CH:9]=[C:8]([O:10][CH3:11])[CH:7]=2)[N:5]=1 |f:2.3|. Reported procedure: 2,4-Dimethoxyaniline (30 g) was dissolved in benzene (400 mL), and ethyl trifluoroacetoacetate (34 mL) and p-toluenesulfonic acid monohydrate (3.7 g) were added. The mixture was refluxed for 21 hr. The reaction solution was concentrated under reduced pressure, and a saturated a aqueous sodium hydrogen carbonate solution was added to the residue. The mixture was extracted with ethyl acetate. The extract solution washed with saturated brine, dried and concentrated under reduced pressure. 75% Polyp... Starting materials: COCC(C)O (1-methoxy-2-propanol), ClC1=C(C(=C(C(=N1)Cl)Cl)Cl)Cl (pentachloropyridine), [OH-].[NH4+] (ammonium hydroxide), ClC1=C(C(=C(C(=N1)Cl)Cl)Cl)Cl (pentachloropyridine). The reagents and catalysts are [Zn] (zinc). Solvent: O (water), C1(=CC=CC=C1)C (toluene). Yields the product ClC1=NC=C(C=C1Cl)Cl (2,3,5-trichloropyridine). The yield is 164.4%. Reaction SMILES: COCC(O)C.Cl[C:8]1[N:13]=[C:12]([Cl:14])[C:11]([Cl:15])=[C:10](Cl)[C:9]=1[Cl:17].[OH-].[NH4+]>O.C1(C)C=CC=CC=1.[Zn]>[Cl:14][C:12]1[C:11]([Cl:15])=[CH:10][C:9]([Cl:17])=[CH:8][N:13]=1 |f:2.3|. Procedure details: To a 500 milliliter, 3-neck flask which was fitted with a reflux condenser, thermometer, stirrer and heater was added 100 milliliters of 1-methoxy-2-propanol, 25.1 grams (0.10 mole) of pentachloropyridine and 39.0 grams (0.60 gram atom) of zinc dust. The flask was heated, with stirring, to 90° C. until all the pentachloropyridine was dissolved. At this time, 100 milliliters of concentrated ammonium hydroxide was added over a 5 hour period. The pH of the mixture was ~12. The mixture was refluxed ...